From a dataset of the Open Reaction Database (ORD), a public repository of structured organic reaction records. describe an organic reaction: reactants, conditions, products, and yield Reactants: C(C)N (Ethylamine), [Cl-].[Cl-].CC(CC=1N=C([NH2+]C1)C(CC1=CC=C(C=C1)C1=[NH+]C=CC=C1)F)(C)C (2-(4-{2-[4-(2,2-dimethylpropyl)-1H-imidazol-1-ium-2-yl]-2-fluoroethyl}phenyl)pyridinium dichloride). The solvent is O1CCCC1 (tetrahydrofuran). The product is CC(CC=1N=C(NC1)C(CC1=CC=C(C=C1)C1=NC=CC=C1)NCC)(C)C (1-[4-(2,2-dimethylpropyl)-1H-imidazol-2-yl]-N-ethyl-2-(4-pyridin-2-ylphenyl)ethanamine). RXN SMILES: [CH2:1]([NH2:3])[CH3:2].[Cl-].[Cl-].[CH3:6][C:7]([CH3:30])([CH3:29])[CH2:8][C:9]1[N:10]=[C:11]([CH:14](F)[CH2:15][C:16]2[CH:21]=[CH:20][C:19]([C:22]3[CH:27]=[CH:26][CH:25]=[CH:24][NH+:23]=3)=[CH:18][CH:17]=2)[NH2+:12][CH:13]=1>O1CCCC1>[CH3:6][C:7]([CH3:30])([CH3:29])[CH2:8][C:9]1[N:10]=[C:11]([CH:14]([NH:3][CH2:1][CH3:2])[CH2:15][C:16]2[CH:21]=[CH:20][C:19]([C:22]3[CH:27]=[CH:26][CH:25]=[CH:24][N:23]=3)=[CH:18][CH:17]=2)[NH:12][CH:13]=1 |f:1.2.3|. Reported procedure: Ethylamine (2 M in tetrahydrofuran) (excess) was added to an ambient temperature solution of 2-(4-{2-[4-(2,2-dimethylpropyl)-1H-imidazol-1-ium-2-yl]-2-fluoroethyl}phenyl)pyridinium dichloride (for synthesis see Example 2) (10 mg, 0.03 mmol) in tetrahydrofuran (3 mL). After stirring at ambient temperature until no further reaction (LCMS), the reaction mixture was concentrated. Preparative plate chromatography eluting with 40% methanol/ethyl acetate afforded the title compound. (M+H) found: 363.